Task: describe an organic reaction: reactants, conditions, products, and yield. Dataset: the Open Reaction Database (ORD), a public repository of structured organic reaction records Reactants: ClC1=CC=C(CN2C(=C(C3=CC(=CC=C23)OCC2=NC=CN=C2)SC(C)(C)C)CC(C(=O)OC)(C)C)C=C1 (Methyl 3-[1-(4-chlorobenzyl)-3-(t-butylthio)-5-(pyrazin-2-ylmethoxy)indol-2-yl]-2,2-dimethylpropanoate), C(C)(=O)O (acetic acid), CO (MeOH), [Li+].[OH-] (LiOH). Run in C1CCOC1 (THF), C(C)(=O)[O-].[NH4+] (ammonium acetate), O (H2O). Conditions: temperature 70 celsius. Product: ClC1=CC=C(CN2C(=C(C3=CC(=CC=C23)OCC2=NC=CN=C2)SC(C)(C)C)CC(C(=O)O)(C)C)C=C1 (3-[1-(4-Chlorobenzyl)-3-(t-butylthio)-5-(pyrazin-2-ylmethoxy)indol-2-yl]-2,2-dimethylpropanoic acid). RXN SMILES: [Cl:1][C:2]1[CH:38]=[CH:37][C:5]([CH2:6][N:7]2[C:15]3[C:10](=[CH:11][C:12]([O:16][CH2:17][C:18]4[CH:23]=[N:22][CH:21]=[CH:20][N:19]=4)=[CH:13][CH:14]=3)[C:9]([S:24][C:25]([CH3:28])([CH3:27])[CH3:26])=[C:8]2[CH2:29][C:30]([CH3:36])([CH3:35])[C:31]([O:33]C)=[O:32])=[CH:4][CH:3]=1.CO.[Li+].[OH-].C(O)(=O)C>C1COCC1.O.C([O-])(=O)C.[NH4+]>[Cl:1][C:2]1[CH:38]=[CH:37][C:5]([CH2:6][N:7]2[C:15]3[C:10](=[CH:11][C:12]([O:16][CH2:17][C:18]4[CH:23]=[N:22][CH:21]=[CH:20][N:19]=4)=[CH:13][CH:14]=3)[C:9]([S:24][C:25]([CH3:28])([CH3:27])[CH3:26])=[C:8]2[CH2:29][C:30]([CH3:36])([CH3:35])[C:31]([OH:33])=[O:32])=[CH:4][CH:3]=1 |f:2.3,7.8|. Procedure: The compound from Step 2 (416 mg) was hydrolysed by dissolving it in THF (4 mL), MeOH (2 mL), and 2N LiOH (1.5 mL). The solution was heated at 70° C. for 5 hours. The mixture was cooled to room temperature, diluted with H2O (50 mL), acidified with glacial acetic acid to pH 5, and diluted with 25% aqueous ammonium acetate (50 mL). The mixture was extracted with ethyl acetate (50 mL), washed with brine (50 mL), dried (MgSO4), and evaporated to dryness to provide the title compound as a white solid... As a reaction SMILES: [OH-:1].[Na+].[Cl:3][C:4]1[CH:9]=[CH:8][CH:7]=[CH:6][C:5]=1[N:10]1[C:14](Cl)=[N:13][N:12]=[N:11]1>O>[CH:7]1[CH:6]=[C:5]([N:10]2[NH:11][N:12]=[N:13][C:14]2=[O:1])[C:4]([Cl:3])=[CH:9][CH:8]=1 |f:0.1|. The reactants are [OH-].[Na+] (sodium hydroxide), ClC1=C(C=CC=C1)N1N=NN=C1Cl (1-(2-chloro-phenyl)-5-chlorotetrazole). Yield: 95.8%. Run in O (water), O (water), O (water). The product is C1=CC=C(C(=C1)N2C(=O)N=NN2)Cl (1-(2-chlorophenyl)-5(4H)-tetrazolinone). Reported procedure: A solution of sodium hydroxide (13 g, about 45% by weight) in water, 1-(2-chloro-phenyl)-5-chlorotetrazole (12.9 g) in water (6.5 ml) were mixed and the mixture was heated to 110° C. The reaction was initiated and the temperature increased to 115° C. After 3 minutes from the initiation of the reaction, the temperature was lowered to room temperature and then water (20 ml) was added. The insoluble matter was extracted with toluene (10 ml) and the aqueous solution was adjusted to a pH of 1. The so... Conditions: temperature 110 celsius. Starting materials: Amine, C(C)OC(CC(=O)C)=O (ethylacetoacetate), C(#N)CC(=O)N (cyanoacetamide), P(=O)(Cl)(Cl)Cl (phosphorus oxychloride). The product is C(#N)C=1C(=NC=C(C1C)O)O (3-cyano-2,5-dihydroxy-4-methylpyridine). Reaction SMILES: C(O[C:4](=O)[CH2:5][C:6]([CH3:8])=[O:7])C.[C:10]([CH2:12][C:13]([NH2:15])=[O:14])#[N:11].P(Cl)(Cl)(Cl)=O>>[C:10]([C:12]1[C:13]([OH:14])=[N:15][CH:8]=[C:6]([OH:7])[C:5]=1[CH3:4])#[N:11]. Reported procedure: Amine was generated by the condensation of ethylacetoacetate with cyanoacetamide followed by reaction with phosphorus oxychloride to provide 3-cyano-2,5-dihydroxy-4-methylpyridine. Hydrogenation with palladium dichloride gave the 3-cyano-4-methylpyridine which was hydrogenated with Raney nickel in ammonia and ethanol to afford the desired amine (J. Org. Chem. 1959, 25, 560.).